This data is from the Open Reaction Database (ORD), a public repository of structured organic reaction records. The task is: describe an organic reaction: reactants, conditions, products, and yield The reactants are CCO, CCOC(=O)C(C)(C)CCCBr, NC(N)=S, [Na+], [OH-], O. The product is CCOC(=O)C(C)(C)CCCS. RXN SMILES: [CH2:19]([OH:20])[CH3:21].[CH2:1]([CH3:2])[O:3][C:4]([C:5]([CH2:6][CH2:7][CH2:8][Br:9])([CH3:10])[CH3:11])=[O:12].[NH2:13][C:14]([NH2:15])=[S:16].[Na+:18].[OH-:17].[OH2:22]>>[CH2:1]([CH3:2])[O:3][C:4]([C:5]([CH2:6][CH2:7][CH2:8][SH:16])([CH3:10])[CH3:11])=[O:12]. Starting materials: C(C)(C)[Si](OCC1CCN(CC1)C1=NN=C2N1C=C(C=C2)O[C@@H]2CC[C@@H](C1=CC=CC=C21)N)(C(C)C)C(C)C ((1S,4R)-4-[3-(4-Triisopropylsilanyloxymethyl-piperidin-1-yl)-[1,2,4]triazolo[4,3-a]pyridin-6-yloxy]-1,2,3,4-tetrahydro-naphthalen-1-ylamine), ClC(COC(NC1=NOC(=C1)C(C)(C)C)=O)(Cl)Cl ((5-tert-butyl-isoxazol-3-yl)-carbamic acid 2,2,2-trichloro-ethyl ester). The product is C(C)(C)(C)C1=CC(=NO1)NC(=O)N[C@H]1CC[C@H](C2=CC=CC=C12)OC=1C=CC=2N(C1)C(=NN2)N2CCC(CC2)CO[Si](C(C)C)(C(C)C)C(C)C (1-(5-tert-Butyl-isoxazol-3-yl)-3-{(1S,4R)-4-[3-(4-triisopropylsilanyloxymethyl-piperidin-1-yl)-[1,2,4]triazolo[4,3-a]pyridin-6-yloxy]-1,2,3,4-tetrahydro-naphthalen-1-yl}-urea). RXN SMILES: [CH:1]([Si:4]([CH:37]([CH3:39])[CH3:38])([CH:34]([CH3:36])[CH3:35])[O:5][CH2:6][CH:7]1[CH2:12][CH2:11][N:10]([C:13]2[N:17]3[CH:18]=[C:19]([O:22][C@H:23]4[C:32]5[C:27](=[CH:28][CH:29]=[CH:30][CH:31]=5)[C@@H:26]([NH2:33])[CH2:25][CH2:24]4)[CH:20]=[CH:21][C:16]3=[N:15][N:14]=2)[CH2:9][CH2:8]1)([CH3:3])[CH3:2].ClC(Cl)(Cl)C[O:43][C:44](=O)[NH:45][C:46]1[CH:50]=[C:49]([C:51]([CH3:54])([CH3:53])[CH3:52])[O:48][N:47]=1>>[C:51]([C:49]1[O:48][N:47]=[C:46]([NH:45][C:44]([NH:33][C@@H:26]2[C:27]3[C:32](=[CH:31][CH:30]=[CH:29][CH:28]=3)[C@H:23]([O:22][C:19]3[CH:20]=[CH:21][C:16]4[N:17]([C:13]([N:10]5[CH2:11][CH2:12][CH:7]([CH2:6][O:5][Si:4]([CH:1]([CH3:2])[CH3:3])([CH:34]([CH3:36])[CH3:35])[CH:37]([CH3:39])[CH3:38])[CH2:8][CH2:9]5)=[N:14][N:15]=4)[CH:18]=3)[CH2:24][CH2:25]2)=[O:43])[CH:50]=1)([CH3:54])([CH3:52])[CH3:53]. Procedure details: Intermediate 14e was reacted with (5-tert-butyl-isoxazol-3-yl)-carbamic acid 2,2,2-trichloro-ethyl ester (WO 2006/091671, which is incorporated herein by reference in its entirety) in an analogous manner to that described in Example 14 step f to give the title compound. LCMS (Method 3): Rt: 5.43 min, m/z 717 [MH+]. The reactants are CC(=CC=O)CCC (3-methylhex-2-enal), C(C)(=O)OC(C)=O (acetic anhydride), (ethylenediamine)[1,2-bis(diphenylphosphino) ethane]ruthenium(bispivalate). Conditions: temperature 100 celsius. Product: C(C)(=O)OCC=C(CCC)C (3-methylhex-2-en-1-yl acetate). As a reaction SMILES: [CH3:1][C:2]([CH2:6][CH2:7][CH3:8])=[CH:3][CH:4]=[O:5].[C:9](OC(=O)C)(=[O:11])[CH3:10]>>[C:9]([O:5][CH2:4][CH:3]=[C:2]([CH3:1])[CH2:6][CH2:7][CH3:8])(=[O:11])[CH3:10]. Reported procedure: 3-methylhex-2-enal (as a 40/60 Z/E isomers mixture) (112 g, 1 mol.), acetic anhydride (107 g, 1.05 mol) and (ethylenediamine)[1,2-bis(diphenylphosphino) ethane]ruthenium(bispivalate) (76 mg, 0.1 mmol, 0.01 mol.%) were loaded altogether in a 300 ml autoclave equipped with a mechanical stirring device. Sealed autoclave was then purged to under stirring with nitrogen (3 times 5 bars) and hydrogen (3 times 5 bars) before being pressurized to 50 bars hydrogen. It was then heated to 100° C. and hydrog... Reactants: P(=O)(Cl)(Cl)Cl (Phosphorous oxychloride), ice sodium chloride, C([O-])(O)=O.[Na+] (sodium bicarbonate), [Li+].C(C1=CC=CC=C1)N1CCC(CC1)(O)CC(=O)[O-] ((1-benzyl-4-hydroxypiperidin-4-yl) acetic acid lithium salt), C(CCC)OC1=CC=C(N)C=C1 (4-n-butoxyaniline), ice water. Solvent: C(Cl)Cl (methylene chloride), N1=CC=CC=C1 (pyridine). Run at temperature 7.5 celsius, time 1 hour. Yields the product C(CCC)OC1=CC=C(C=C1)NC(CC1(CCN(CC1)CC1=CC=CC=C1)O)=O (N-(4-n-butoxyphenyl)-2-(1-benzyl-4-hydroxypiperidin-4-yl)acetamide). Yield: 24.0%. Reaction SMILES: [Li+].[CH2:2]([N:9]1[CH2:14][CH2:13][C:12]([CH2:16][C:17]([O-:19])=O)([OH:15])[CH2:11][CH2:10]1)[C:3]1[CH:8]=[CH:7][CH:6]=[CH:5][CH:4]=1.[CH2:20]([O:24][C:25]1[CH:31]=[CH:30][C:28]([NH2:29])=[CH:27][CH:26]=1)[CH2:21][CH2:22][CH3:23].P(Cl)(Cl)(Cl)=O.C(=O)(O)[O-].[Na+]>C(Cl)Cl.N1C=CC=CC=1>[CH2:20]([O:24][C:25]1[CH:26]=[CH:27][C:28]([NH:29][C:17](=[O:19])[CH2:16][C:12]2([OH:15])[CH2:11][CH2:10][N:9]([CH2:2][C:3]3[CH:4]=[CH:5][CH:6]=[CH:7][CH:8]=3)[CH2:14][CH2:13]2)=[CH:30][CH:31]=1)[CH2:21][CH2:22][CH3:23] |f:0.1,4.5|. Reported procedure: To a solution of (1-benzyl-4-hydroxypiperidin-4-yl) acetic acid lithium salt (3.09 g) in methylene chloride (60 mL) were added 4-n-butoxyaniline (2.0 g) and pyridine (2.14 mL). Phosphorous oxychloride (1.19 mL) was added dropwise to the solution under cooling with an ice-sodium chloride, followed by stirring at 5 to 10° C. for 1 hour. The mixture was made alkaline with saturated aqueous sodium bicarbonate under cooling with an ice-water, and the solution was extracted with ethyl acetate. The org... Reactants: COC(=O)c1ccc(C)c(-n2c(C)cc(O)c(Br)c2=O)c1, CN(C)C=O, Fc1ccc(CCl)c(F)c1, [K+], [K+], O=C([O-])[O-], O. The product is COC(=O)c1ccc(C)c(-n2c(C)cc(OCc3ccc(F)cc3F)c(Br)c2=O)c1. RXN SMILES: [Br:1][c:2]1[c:3](=[O:21])[n:4](-[c:10]2[cH:11][c:12]([C:13](=[O:14])[O:15][CH3:16])[cH:17][cH:18][c:19]2[CH3:20])[c:5]([CH3:9])[cH:6][c:7]1[OH:8].[CH3:22][N:23]([CH3:24])[CH:25]=[O:26].[F:33][c:34]1[c:35]([CH2:36][Cl:37])[cH:38][cH:39][c:40]([F:42])[cH:41]1.[K+:27].[K+:28].[O-:29][C:30]([O-:31])=[O:32].[OH2:43]>>[Br:1][c:2]1[c:3](=[O:21])[n:4](-[c:10]2[cH:11][c:12]([C:13](=[O:14])[O:15][CH3:16])[cH:17][cH:18][c:19]2[CH3:20])[c:5]([CH3:9])[cH:6][c:7]1[O:8][CH2:36][c:35]1[c:34]([F:33])[cH:41][c:40]([F:42])[cH:39][cH:38]1. Starting materials: [N+]1(=C(C(=CC=C1)C(=O)OCC)C(=O)OCC)[O-] (diethyl pyridine-2,3-dicarboxylate-N-oxide), Cl (hydrogen chloride). The solvent is P(=O)(Cl)(Cl)Cl (phosphorous oxychloride). Product: ClC1=CC=C(C(=N1)C(=O)OCC)C(=O)OCC (diethyl 6-chloropyridine-2,3-dicarboxylate). Reaction SMILES: [N+:1]1([O-])[CH:6]=[CH:5][CH:4]=[C:3]([C:7]([O:9][CH2:10][CH3:11])=[O:8])[C:2]=1[C:12]([O:14][CH2:15][CH3:16])=[O:13].[ClH:18]>P(Cl)(Cl)(Cl)=O>[Cl:18][C:6]1[N:1]=[C:2]([C:12]([O:14][CH2:15][CH3:16])=[O:13])[C:3]([C:7]([O:9][CH2:10][CH3:11])=[O:8])=[CH:4][CH:5]=1. Reported procedure: A mixture of 75.6 g of diethyl pyridine-2,3-dicarboxylate-N-oxide and 150 mL of phosphorous oxychloride is warmed slowly in a large reaction vessel equipped with a reflux condenser and gas scrubber. Caution: exothermic reaction! At about 70°, an exothermic reaction ensues with vigorous liberation of hydrogen chloride gas. The reaction is heated at reflux after the exotherm subsides for an additional hour. The reaction is cooled and concentrated in vacuo to a syrup. This material is dissolved in ... Product: C1(=CC=CC=C1)C=1C=C(C=2NC=3C=C(C=CC3C2N1)O[C@H]1CNCC1)C(=O)N ((R)-2-Phenyl-7-(pyrrolidin-3-yloxy)-5H-pyrido[3,2-b]indole-4-carboxamide). As a reaction SMILES: [OH:1][C:2]1[CH:3]=[CH:4][C:5]2[C:6]3[N:14]=[C:13]([C:15]4[CH:20]=[CH:19][CH:18]=[CH:17][CH:16]=4)[CH:12]=[C:11]([C:21]([NH2:23])=[O:22])[C:7]=3[NH:8][C:9]=2[CH:10]=1.O[C@H:25]1[CH2:29][CH2:28][N:27](C(OC(C)(C)C)=O)[CH2:26]1>>[C:15]1([C:13]2[CH:12]=[C:11]([C:21]([NH2:23])=[O:22])[C:7]3[NH:8][C:9]4[CH:10]=[C:2]([O:1][C@@H:25]5[CH2:29][CH2:28][NH:27][CH2:26]5)[CH:3]=[CH:4][C:5]=4[C:6]=3[N:14]=2)[CH:20]=[CH:19][CH:18]=[CH:17][CH:16]=1. Starting materials: OC=1C=CC=2C3=C(NC2C1)C(=CC(=N3)C3=CC=CC=C3)C(=O)N (7-hydroxy-2-phenyl-5H-pyrido[3,2-b]indole-4-carboxamide), O[C@@H]1CN(CC1)C(=O)OC(C)(C)C ((5)-tert-butyl 3-hydroxypyrrolidine-1-carboxylate). Procedure: This was similarly prepared from 7-hydroxy-2-phenyl-5H-pyrido[3,2-b]indole-4-carboxamide and (5)-tert-butyl 3-hydroxypyrrolidine-1-carboxylate. MS (ESI) m/z 373.1 (M+H). 1H NMR (500 MHz, MeOD) δ ppm 8.28 (1H, d, J=8.85 Hz), 8.16 (1H, s), 8.11 (2H, d, J=7.02 Hz), 7.54 (2H, t, J=7.63 Hz), 7.44 (1H, t, J=7.32 Hz), 7.17 (1H, d, J=2.14 Hz), 6.92 (1H, dd, J=8.85, 2.14 Hz), 5.05-5.13 (1H, m), 3.14-3.23 (3H, m), 3.00 (1H, ddd, J=11.22, 8.32, 4.88 Hz), 2.16-2.27 (1H, m), 2.05-2.15 (1H, m). Yields the product COc1cc(N2CC3CN(C(=O)OC(C)(C)C)CC3C2)ccc1-c1ccccc1. The reactants are COc1cc(N2CC3CN(C(=O)OC(C)(C)C)CC3C2)ccc1I, O=C([O-])[O-], Cc1ccccc1, CC(C)c1cccc(C(C)C)c1-n1cc[n+](-c2c(C(C)C)cccc2C(C)C)c1, [Cl-], [Na+], [Na+], O=C(C=Cc1ccccc1)C=Cc1ccccc1, O=C(C=Cc1ccccc1)C=Cc1ccccc1, O=C(C=Cc1ccccc1)C=Cc1ccccc1, OB(O)c1ccccc1, [Pd], [Pd]. As a reaction SMILES: [C:1]([CH3:2])([CH3:3])([CH3:4])[O:5][C:6](=[O:7])[N:8]1[CH2:9][CH:10]2[CH2:11][N:12]([c:16]3[cH:17][c:18]([O:23][CH3:24])[c:19]([I:22])[cH:20][cH:21]3)[CH2:13][CH:14]2[CH2:15]1.[C:64](=[O:65])([O-:66])[O-:67].[CH3:70][c:71]1[cH:72][cH:73][cH:74][cH:75][cH:76]1.[CH:35]([c:36]1[cH:37][cH:38][cH:39][c:40]([CH:41]([CH3:42])[CH3:43])[c:44]1-[n+:45]1[cH:46][cH:47][n:48](-[c:49]2[c:50]([CH:51]([CH3:52])[CH3:53])[cH:54][cH:55][cH:56][c:57]2[CH:58]([CH3:59])[CH3:60])[cH:61]1)([CH3:62])[CH3:63].[Cl-:34].[Na+:68].[Na+:69].[O:115]=[C:116]([CH:117]=[CH:118][c:119]1[cH:120][cH:121][cH:122][cH:123][cH:124]1)[CH:125]=[CH:126][c:127]1[cH:128][cH:129][cH:130][cH:131][cH:132]1.[O:79]=[C:80]([CH:81]=[CH:82][c:83]1[cH:84][cH:85][cH:86][cH:87][cH:88]1)[CH:89]=[CH:90][c:91]1[cH:92][cH:93][cH:94][cH:95][cH:96]1.[O:97]=[C:98]([CH:99]=[CH:100][c:101]1[cH:102][cH:103][cH:104][cH:105][cH:106]1)[CH:107]=[CH:108][c:109]1[cH:110][cH:111][cH:112][cH:113][cH:114]1.[OH:25][B:26]([OH:27])[c:28]1[cH:29][cH:30][cH:31][cH:32][cH:33]1.[Pd:77].[Pd:78]>>[C:1]([CH3:2])([CH3:3])([CH3:4])[O:5][C:6](=[O:7])[N:8]1[CH2:9][CH:10]2[CH2:11][N:12]([c:16]3[cH:17][c:18]([O:23][CH3:24])[c:19](-[c:28]4[cH:29][cH:30][cH:31][cH:32][cH:33]4)[cH:20][cH:21]3)[CH2:13][CH:14]2[CH2:15]1. Reactants: CC1Cc2ccc(Br)cc2CN1c1cc(N2CCN(C)CC2)nc(N)n1, O=C([O-])O, C1COCCO1, CO, CC1(C)OB(c2cnn(CC3CCC3)c2)OC1(C)C, [Na+], O, c1ccc(P(c2ccccc2)(c2ccccc2)[Pd](P(c2ccccc2)(c2ccccc2)c2ccccc2)(P(c2ccccc2)(c2ccccc2)c2ccccc2)P(c2ccccc2)(c2ccccc2)c2ccccc2)cc1. Yields the product CC1Cc2ccc(-c3cnn(CC4CCC4)c3)cc2CN1c1cc(N2CCN(C)CC2)nc(N)n1. RXN SMILES: [Br:1][c:2]1[cH:3][cH:4][c:5]2[c:10]([cH:11]1)[CH2:9][N:8]([c:12]1[n:13][c:14]([NH2:25])[n:15][c:16]([N:18]3[CH2:19][CH2:20][N:21]([CH3:24])[CH2:22][CH2:23]3)[cH:17]1)[CH:7]([CH3:26])[CH2:6]2.[C:46](=[O:47])([OH:48])[O-:49].[CH2:51]1[O:52][CH2:53][CH2:54][O:55][CH2:56]1.[CH3:57][OH:58].[CH:27]1([CH2:31][n:32]2[n:33][cH:34][c:35]([B:37]3[O:38][C:39]([CH3:40])([CH3:41])[C:42]([CH3:43])([CH3:44])[O:45]3)[cH:36]2)[CH2:28][CH2:29][CH2:30]1.[Na+:50].[OH2:136].[cH:59]1[cH:60][cH:61][c:62]([P:63]([Pd:64]([P:65]([c:66]2[cH:67][cH:68][cH:69][cH:70][cH:71]2)([c:72]2[cH:73][cH:74][cH:75][cH:76][cH:77]2)[c:78]2[cH:79][cH:80][cH:81][cH:82][cH:83]2)([P:84]([c:85]2[cH:86][cH:87][cH:88][cH:89][cH:90]2)([c:91]2[cH:92][cH:93][cH:94][cH:95][cH:96]2)[c:97]2[cH:98][cH:99][cH:100][cH:101][cH:102]2)[P:103]([c:104]2[cH:105][cH:106][cH:107][cH:108][cH:109]2)([c:110]2[cH:111][cH:112][cH:113][cH:114][cH:115]2)[c:116]2[cH:117][cH:118][cH:119][cH:120][cH:121]2)([c:122]2[cH:123][cH:124][cH:125][cH:126][cH:127]2)[c:128]2[cH:129][cH:130][cH:131][cH:132][cH:133]2)[cH:134][cH:135]1>>[c:2]1(-[c:35]2[cH:34][n:33][n:32]([CH2:31][CH:27]3[CH2:28][CH2:29][CH2:30]3)[cH:36]2)[cH:3][cH:4][c:5]2[c:10]([cH:11]1)[CH2:9][N:8]([c:12]1[n:13][c:14]([NH2:25])[n:15][c:16]([N:18]3[CH2:19][CH2:20][N:21]([CH3:24])[CH2:22][CH2:23]3)[cH:17]1)[CH:7]([CH3:26])[CH2:6]2.